Task: describe an organic reaction: reactants, conditions, products, and yield. Dataset: the Open Reaction Database (ORD), a public repository of structured organic reaction records The reactants are [Li]CCCC, Brc1cccc2ccccc12. Product: [Li]c1cccc2ccccc12. As a reaction SMILES: [CH2:12]([CH2:13][CH2:14][CH3:15])[Li:16].[c:1]1([Br:11])[cH:2][cH:3][cH:4][c:5]2[cH:6][cH:7][cH:8][cH:9][c:10]12>>[c:1]1([Li:16])[cH:2][cH:3][cH:4][c:5]2[cH:6][cH:7][cH:8][cH:9][c:10]12. Starting materials: ClC1=C(C=CC(=C1)Cl)C=1N=C(C(=NC1CC)N[C@H]1[C@H](CC2=CC=CC=C12)OCC)CC (5-(2,4-dichlorophenyl)-N-[(1R,2S)-2-ethoxy-2,3-dihydro-1H-inden-1-yl]-3,6-diethylpyrazin-2-amine), C(C)C=1C(=NC(=C(N1)C1=C(C=C(C=C1)OC)C)CC)N[C@H]1[C@@H](COC1)O (trans-(+/−)-4-{[3,6-diethyl-5-(4-methoxy-2-methylphenyl)pyrazin-2-yl]amino}tetrahydrofuran-3-ol). The product is C(C)O[C@H]1[C@@H](COC1)NC1=NC(=C(N=C1CC)C1=C(C=C(C=C1)OC)C)CC (trans-(+/−)-N-[4-ethoxytetrahydrofuran-3-yl]-3,6-diethyl-5-(4-methoxy-2-methylphenyl)pyrazin-2-amine). RXN SMILES: Cl[C:2]1C=C(Cl)C=C[C:3]=1C1N=C(CC)C(N[C@@H]2C3C(=CC=CC=3)C[C@@H]2OCC)=NC=1CC.[CH2:32]([C:34]1[C:35]([NH:51][C@@H:52]2[CH2:56][O:55][CH2:54][C@H:53]2[OH:57])=[N:36][C:37]([CH2:49][CH3:50])=[C:38]([C:40]2[CH:45]=[CH:44][C:43]([O:46][CH3:47])=[CH:42][C:41]=2[CH3:48])[N:39]=1)[CH3:33]>>[CH2:2]([O:57][C@@H:53]1[CH2:54][O:55][CH2:56][C@H:52]1[NH:51][C:35]1[C:34]([CH2:32][CH3:33])=[N:39][C:38]([C:40]2[CH:45]=[CH:44][C:43]([O:46][CH3:47])=[CH:42][C:41]=2[CH3:48])=[C:37]([CH2:49][CH3:50])[N:36]=1)[CH3:3]. Reported procedure: Following the procedure for the preparation of 5-(2,4-dichlorophenyl)-N-[(1R,2S)-2-ethoxy-2,3-dihydro-1H-inden-1-yl]-3,6-diethylpyrazin-2-amine but substituting trans-(+/−)-4-{[3,6-diethyl-5-(4-methoxy-2-methylphenyl)pyrazin-2-yl]amino}tetrahydrofuran-3-ol and making non-critical variations provided the title compound as a light yellow solid. IR (diffuse reflectance) 3354, 2973, 2958, 2938, 1484, 1462, 1446, 1396, 1300, 1239, 1172, 1072, 1050, 1043, 885 cm−1; OAMS supporting ions at: ESI+ 386.1;... Reactants: ClCCl, OO, C1=C(c2ccccc2)CCCC1, c1ccncc1. The product is c1ccc(C23CCCCC2O3)cc1. Reaction SMILES: [Cl:21][CH2:22][Cl:23].[OH:19][OH:20].[c:1]1([C:7]2=[CH:8][CH2:9][CH2:10][CH2:11][CH2:12]2)[cH:2][cH:3][cH:4][cH:5][cH:6]1.[cH:13]1[cH:14][cH:15][n:16][cH:17][cH:18]1>>[c:1]1([C:7]23[CH:8]([CH2:9][CH2:10][CH2:11][CH2:12]2)[O:19]3)[cH:2][cH:3][cH:4][cH:5][cH:6]1.